This data is from the Open Reaction Database (ORD), a public repository of structured organic reaction records. The task is: describe an organic reaction: reactants, conditions, products, and yield Reactants: Cl.C(C)OC1=CC=C2C(=C(C=NC2=N1)C(=O)OCC)NC1=CC=C(C=C1)OC (ethyl 7-ethoxy-4-(4-methoxyanilino)-1,8-naphthyridine-3-carboxylate hydrochloride). Run in [OH-].[Na+] (sodium hydroxide). Yields the product COC1=CC=C(NC2=C(C=NC=3NC(C=CC23)=O)C(=O)OCC)C=C1 (ethyl 4-[4-methoxyanilino]-7-oxo-7,8-dihydro-1,8-naphthyridine-3-carboxylate). As a reaction SMILES: Cl.C([O:4][C:5]1[N:14]=[C:13]2[C:8]([C:9]([NH:20][C:21]3[CH:26]=[CH:25][C:24]([O:27][CH3:28])=[CH:23][CH:22]=3)=[C:10]([C:15]([O:17][CH2:18][CH3:19])=[O:16])[CH:11]=[N:12]2)=[CH:7][CH:6]=1)C>[OH-].[Na+]>[CH3:28][O:27][C:24]1[CH:23]=[CH:22][C:21]([NH:20][C:9]2[C:8]3[CH:7]=[CH:6][C:5](=[O:4])[NH:14][C:13]=3[N:12]=[CH:11][C:10]=2[C:15]([O:17][CH2:18][CH3:19])=[O:16])=[CH:26][CH:25]=1 |f:0.1,2.3|. Procedure: A mixture of ethyl 7-ethoxy-4-(4-methoxyanilino)-1,8-naphthyridine-3-carboxylate hydrochloride (2.6 g) and 5M sodium hydroxide solution (60 ml) was heated on a steam bath for 4 hours. The mixture was cooled and filtered. The residue was dissolved in IMS and hydrogen chloride gas bubbled through this solution. Ether was added to induce crystallisation and the mixture was filtered to give ethyl 4-[4-methoxyanilino]-7-oxo-7,8-dihydro-1,8-naphthyridine-3-carboxylate 0.3 hydrochloride hemihydrate, m....